This data is from the Open Reaction Database (ORD), a public repository of structured organic reaction records. The task is: describe an organic reaction: reactants, conditions, products, and yield Starting materials: C(=O)C=1C(=NN(C1)CC(=O)NC1=C(C2=C(S1)CCCC2)C(=O)NCCO)C(F)(F)F (2-(2-(4-Formyl-3-(trifluoromethyl)-1H-pyrazol-1-yl)acetamido)-N-(2-hydroxyethyl)-4,5,6,7-tetrahydrobenzo[b]thiophene-3-carboxamide), FC(CN)(F)F (2,2,2-trifluoroethylamine), C(C)(=O)O[BH-](OC(C)=O)OC(C)=O.[Na+] (sodium triacetoxyborohydride). Reagents/catalysts: C(C)(=O)O (acetic acid). Solvent: C(Cl)Cl (DCM). Run at time 8 hour. Product: OCCNC(=O)C=1C2=C(SC1NC(CN1N=C(C(=C1)CNCC(F)(F)F)C(F)(F)F)=O)CCCC2 (N-(2-hydroxyethyl)-2-(2-(4-((2,2,2-trifluoroethylamino)methyl)-3-(trifluoromethyl)-1H-pyrazol-1-yl)acetamido)-4,5,6,7-tetrahydrobenzo[b]thiophene-3-carboxamide). The yield is 29.4%. As a reaction SMILES: [CH:1]([C:3]1[C:4]([C:27]([F:30])([F:29])[F:28])=[N:5][N:6]([CH2:8][C:9]([NH:11][C:12]2[S:16][C:15]3[CH2:17][CH2:18][CH2:19][CH2:20][C:14]=3[C:13]=2[C:21]([NH:23][CH2:24][CH2:25][OH:26])=[O:22])=[O:10])[CH:7]=1)=O.[F:31][C:32]([F:36])([F:35])[CH2:33][NH2:34].C(O[BH-](OC(=O)C)OC(=O)C)(=O)C.[Na+]>C(O)(=O)C.C(Cl)Cl>[OH:26][CH2:25][CH2:24][NH:23][C:21]([C:13]1[C:14]2[CH2:20][CH2:19][CH2:18][CH2:17][C:15]=2[S:16][C:12]=1[NH:11][C:9](=[O:10])[CH2:8][N:6]1[CH:7]=[C:3]([CH2:1][NH:34][CH2:33][C:32]([F:36])([F:35])[F:31])[C:4]([C:27]([F:29])([F:30])[F:28])=[N:5]1)=[O:22] |f:2.3|. Procedure: 2-(2-(4-Formyl-3-(trifluoromethyl)-1H-pyrazol-1-yl)acetamido)-N-(2-hydroxyethyl)-4,5,6,7-tetrahydrobenzo[b]thiophene-3-carboxamide (30 mg, 0.068 mmol), 2,2,2-trifluoroethylamine (19.8 mg, 0.20 mmol) and DCM (1 mL) were treated with acetic acid (5 drops) and sodium triacetoxyborohydride (58 mg, 0.272 mmol) and the mixture stirred at RT overnight. The sample was concentrated and re-dissolved in dimethylsulfoxide (1 mL), filtered and purified by preparative LCMS followed by additional purification ... Starting materials: OCCCOC1=CC=C(C=C1)C[C@@H](C(=O)O)OC ((2S)-3-[4-(3-Hydroxy-propoxy)-phenyl]-2-methoxy-propionic acid), OC=1C=C2CCCC(C2=CC1)=O (6-hydroxy-1,2,3,4-tetrahydronaphtalenone). Product: CO[C@H](C(=O)O)CC1=CC=C(C=C1)OCCCOC1=CC=2CCCC(C2C=C1)=O ((2S)-2-Methoxy-3-{4-[3-(5-oxo-5,6,7,8-tetrahydro-naphthalen-2-yloxy)-propoxy]-phenyl}-propionic acid). RXN SMILES: [OH:1][CH2:2][CH2:3][CH2:4][O:5][C:6]1[CH:11]=[CH:10][C:9]([CH2:12][C@H:13]([O:17][CH3:18])[C:14]([OH:16])=[O:15])=[CH:8][CH:7]=1.O[C:20]1[CH:21]=[C:22]2[C:27](=[CH:28][CH:29]=1)[C:26](=[O:30])[CH2:25][CH2:24][CH2:23]2>>[CH3:18][O:17][C@@H:13]([CH2:12][C:9]1[CH:10]=[CH:11][C:6]([O:5][CH2:4][CH2:3][CH2:2][O:1][C:20]2[CH:29]=[CH:28][C:27]3[C:26](=[O:30])[CH2:25][CH2:24][CH2:23][C:22]=3[CH:21]=2)=[CH:7][CH:8]=1)[C:14]([OH:16])=[O:15]. Procedure: The title compound was prepared from (2S)-3-[4-(3-Hydroxy-propoxy)-phenyl]-2-methoxy-propionic acid linked to Wang's Resin (Example 94, Step D) via Mitsunobu coupling with 6-hydroxy-1,2,3,4-tetrahydronaphtalenone and cleavage from the resin (Standard Procedure G) gave an oily solid. Reactants: C(C)OC(C(=O)NC1=CC(=C(C(=C1)C)OC1=CC(=C(C=C1)O)C(C)C)C#N)=O (N-[3-cyano-4-(4-hydroxy-3-isopropyl-phenoxy)-5-methyl-phenyl]-oxamic acid ethyl ester), [OH-].[Na+] (sodium hydroxide). Solvent: CCO (EtOH). Yields the product C(#N)C=1C=C(C=C(C1OC1=CC(=C(C=C1)O)C(C)C)C)NC(C(=O)O)=O (N-[3-Cyano-4-(4-hydroxy-3-isopropyl-phenoxy)-5-methyl-phenyl]-oxamic acid). The yield is 8.8%. RXN SMILES: C([O:3][C:4](=[O:28])[C:5]([NH:7][C:8]1[CH:13]=[C:12]([CH3:14])[C:11]([O:15][C:16]2[CH:21]=[CH:20][C:19]([OH:22])=[C:18]([CH:23]([CH3:25])[CH3:24])[CH:17]=2)=[C:10]([C:26]#[N:27])[CH:9]=1)=[O:6])C.[OH-].[Na+]>CCO>[C:26]([C:10]1[CH:9]=[C:8]([NH:7][C:5](=[O:6])[C:4]([OH:28])=[O:3])[CH:13]=[C:12]([CH3:14])[C:11]=1[O:15][C:16]1[CH:21]=[CH:20][C:19]([OH:22])=[C:18]([CH:23]([CH3:24])[CH3:25])[CH:17]=1)#[N:27] |f:1.2|. Procedure: A solution of N-[3-cyano-4-(4-hydroxy-3-isopropyl-phenoxy)-5-methyl-phenyl]-oxamic acid ethyl ester (110 mg) and 1N aqueous sodium hydroxide (0.6 mL) in EtOH (1 mL) was stirred at ambient temperature for 10 min, partitioned between ethyl acetate/1N aqueous hydrochloric acid, the organic layer washed with brine, dried over sodium sulfate and concentrated in vacuo to afford the title compound as a colorless solid (9 mg). MS: 353.